This data is from the Open Reaction Database (ORD), a public repository of structured organic reaction records. The task is: describe an organic reaction: reactants, conditions, products, and yield Reactants: C(C)(=O)N[C@H]1[C@@H](O[C@@H]([C@H]([C@@H]1OC(C)=O)OC(C)=O)COC(C)=O)N (2-Acetamido-2-deoxy-3,4,6-tri-O-acetyl-β-D-glucopyranosyl amine), CC(=O)C1C(=O)CC(CC1=O)(C)C (2-acetyldimedone). The solvent is CO (MeOH). Product: C(C)(=O)N[C@H]1[C@@H](O[C@@H]([C@H]([C@@H]1OC(C)=O)OC(C)=O)COC(C)=O)NC(C)=C1C(CC(CC1=O)(C)C)=O (2-Acetamido-3,4,6-tri-O-acetyl-1,2-dideoxy-1-[1-(4,4-dimethyl-2,6-dioxocyclohex-1-ylidene)ethylamino]-β-D-glucopyranose). Yield: 59.6%. As a reaction SMILES: [C:1]([NH:4][C@@H:5]1[C@@H:10]([O:11][C:12](=[O:14])[CH3:13])[C@H:9]([O:15][C:16](=[O:18])[CH3:17])[C@@H:8]([CH2:19][O:20][C:21](=[O:23])[CH3:22])[O:7][C@H:6]1[NH2:24])(=[O:3])[CH3:2].[CH3:25][C:26]([CH:28]1[C:34](=[O:35])[CH2:33][C:32]([CH3:37])([CH3:36])[CH2:31][C:29]1=[O:30])=O>CO>[C:1]([NH:4][C@@H:5]1[C@@H:10]([O:11][C:12](=[O:14])[CH3:13])[C@H:9]([O:15][C:16](=[O:18])[CH3:17])[C@@H:8]([CH2:19][O:20][C:21](=[O:23])[CH3:22])[O:7][C@H:6]1[NH:24][C:26](=[C:28]1[C:34](=[O:35])[CH2:33][C:32]([CH3:37])([CH3:36])[CH2:31][C:29]1=[O:30])[CH3:25])(=[O:3])[CH3:2]. Procedure: A mixture of 2-Acetamido-2-deoxy-3,4,6-tri-O-acetyl-β-D-glucopyranosyl amine (80 mg, 0.23 mmol) and 2-acetyldimedone (55 mg, 0.30 mmol) in MeOH (5 ml) was refluxed for 5 h. The reaction mixture was evaporated, the residue was purified by chromatography using CHCl3/MeOH 10:0.5 as the mobile phase, to give 2-Acetamido-3,4,6-tri-O-acetyl-1,2-dideoxy-1-[1-(4,4-dimethyl-2,6-dioxocyclohex-1-ylidene)ethylamino]-β-D-glucopyranose (19) (70 mg, 60%). Reactants: C1CCOC1, [Li]CCCC, O=Cc1cccc(C=Cc2ccc3ccc(Cl)cc3n2)c1, O=C(O)c1cccs1. Product: O=C(O)c1ccc(C(O)c2cccc(C=Cc3ccc4ccc(Cl)cc4n3)c2)s1. As a reaction SMILES: [CH2:35]1[O:36][CH2:37][CH2:38][CH2:39]1.[CH3:1][CH2:2][CH2:3][CH2:4][Li:5].[Cl:14][c:15]1[cH:16][cH:17][c:18]2[cH:19][cH:20][c:21]([CH:25]=[CH:26][c:27]3[cH:28][c:29]([CH:30]=[O:31])[cH:32][cH:33][cH:34]3)[n:22][c:23]2[cH:24]1.[s:6]1[c:7]([C:11](=[O:12])[OH:13])[cH:8][cH:9][cH:10]1>>[s:6]1[c:7]([C:11](=[O:12])[OH:13])[cH:8][cH:9][c:10]1[CH:30]([c:29]1[cH:28][c:27]([CH:26]=[CH:25][c:21]2[cH:20][cH:19][c:18]3[cH:17][cH:16][c:15]([Cl:14])[cH:24][c:23]3[n:22]2)[cH:34][cH:33][cH:32]1)[OH:31]. Reactants: C(C)(=O)OCC (Ethyl acetate), NC1C(CCCC1)N1C(C2=CC=CC=C2C(C1C1=C(C=C(C=C1)Cl)Cl)C(=O)OCC)=O (ethyl (3RS,4RS)-2-[(1SR,2SR)-2-aminocyclohexyl]-3-(2,4-dichlorophenyl)-1-oxo-1,2,3,4-tetrahydroisoquinoline-4-carboxylate), CS(=O)(=O)Cl (methanesulfonyl chloride), C(C)(C)N(CC)C(C)C (diisopropylethylamine). Solvent: O (water), C(C)#N (acetonitrile). Conditions: time 8 hour. Product: ClC1=C(C=CC(=C1)Cl)C1N(C(C2=CC=CC=C2C1C(=O)OCC)=O)C1C(CCCC1)NS(=O)(=O)C (ethyl(3RS,4RS)-3-(2,4-dichlorophenyl)-2-{(1SR,2SR)-2-[(methylsulfonyl)amino]cyclohexyl}-1-oxo-1,2,3,4-tetrahydroisoquinoline-4-carboxylate). RXN SMILES: [NH2:1][CH:2]1[CH2:7][CH2:6][CH2:5][CH2:4][CH:3]1[N:8]1[CH:17]([C:18]2[CH:23]=[CH:22][C:21]([Cl:24])=[CH:20][C:19]=2[Cl:25])[CH:16]([C:26]([O:28][CH2:29][CH3:30])=[O:27])[C:15]2[C:10](=[CH:11][CH:12]=[CH:13][CH:14]=2)[C:9]1=[O:31].[CH3:32][S:33](Cl)(=[O:35])=[O:34].C(N(C(C)C)CC)(C)C.C(OCC)(=O)C>C(#N)C.O>[Cl:25][C:19]1[CH:20]=[C:21]([Cl:24])[CH:22]=[CH:23][C:18]=1[CH:17]1[CH:16]([C:26]([O:28][CH2:29][CH3:30])=[O:27])[C:15]2[C:10](=[CH:11][CH:12]=[CH:13][CH:14]=2)[C:9](=[O:31])[N:8]1[CH:3]1[CH2:4][CH2:5][CH2:6][CH2:7][CH:2]1[NH:1][S:33]([CH3:32])(=[O:35])=[O:34]. Procedure: To a solution of 2.25 g of ethyl (3RS,4RS)-2-[(1SR,2SR)-2-aminocyclohexyl]-3-(2,4-dichlorophenyl)-1-oxo-1,2,3,4-tetrahydroisoquinoline-4-carboxylate in 30 ml of acetonitrile were added 0.75 ml of methanesulfonyl chloride and 1.6 ml of diisopropylethylamine, followed by stirring at room temperature overnight. Ethyl acetate and water were added thereto to carry out a liquid separation operation, and the organic layer was washed with a saturated aqueous sodium chloride solution. The organic layer w... Reactants: ClCC1=CC=C(C=C1)C1=CC=C(C=C1)CCl (4,4'-bis-(chloromethyl)-biphenyl), C(C=1C(O)=CC=CC1)=O (salicylaldehyde). The product is O1C2=C(C=C1C1=CC=C(C=C1)C1=CC=C(C=C1)C1=CC3=C(O1)C=CC=C3)C=CC=C2 (4,4'-bis-(benzo[b]furan-2-yl)-biphenyl). Reaction SMILES: Cl[CH2:2][C:3]1[CH:8]=[CH:7][C:6]([C:9]2[CH:14]=[CH:13][C:12]([CH2:15]Cl)=[CH:11][CH:10]=2)=[CH:5][CH:4]=1.[CH:17](=O)[C:18]1[C:19](=[CH:21][CH:22]=[CH:23][CH:24]=1)[OH:20]>>[O:20]1[C:2]([C:3]2[CH:8]=[CH:7][C:6]([C:9]3[CH:14]=[CH:13][C:12]([C:15]4[O:20][C:19]5[CH:21]=[CH:22][CH:23]=[CH:24][C:18]=5[CH:17]=4)=[CH:11][CH:10]=3)=[CH:5][CH:4]=2)=[CH:17][C:18]2[CH:24]=[CH:23][CH:22]=[CH:21][C:19]1=2. Reported procedure: In accordance with the statements of German Offenlegungsschrift No. 2,238,734, 4,4'-bis-(chloromethyl)biphenyl (42) is reacted with salicylaldehyde to give 4,4'-bis-(benzo[b]furan-2-yl)-biphenyl and this product is reacted further with oleum to give a mixture of the corresponding tri- and tetra-sulphonic acids. This mixture can also be used for the optical brightening of cotton and polyamide. Reactants: O=C(O)c1cccc2c(Br)cccc12, COC(=O)CN(C)C(=S)c1ccc(OC)c2cc(OC)ccc12. The product is COC(=O)CN(C)C(=O)c1ccc(OC)c2cc(OC)ccc12. Reaction SMILES: [Br:1][c:2]1[cH:3][cH:4][cH:5][c:6]2[c:7]1[cH:8][cH:9][cH:10][c:11]2[C:12](=[O:13])[OH:14].[CH3:15][O:16][C:17]([CH2:18][N:19]([CH3:20])[C:21](=[S:22])[c:23]1[cH:24][cH:25][c:26]([O:35][CH3:36])[c:27]2[cH:28][c:29]([O:33][CH3:34])[cH:30][cH:31][c:32]12)=[O:37]>>[O:13]=[C:21]([N:19]([CH2:18][C:17]([O:16][CH3:15])=[O:37])[CH3:20])[c:23]1[cH:24][cH:25][c:26]([O:35][CH3:36])[c:27]2[cH:28][c:29]([O:33][CH3:34])[cH:30][cH:31][c:32]12. Starting materials: ClC1=CC2=C(C(NC3=C(N2)N=CC=C3)=O)C=C1 (9-chloro-5,11-dihydro-6H-pyrido[2,3-b][1,4]benzodiazepin-6-one), N1=CC=CC=C1 (pyridine), solution, C(=O)(Cl)Cl (phosgene). Solvent: O1CCOCC1 (dioxane), C1(=CC=CC=C1)C (toluene). Conditions: temperature 45 celsius, time 2 hour. The product is ClC1=CC2=C(C(NC3=C(N2C(=O)Cl)N=CC=C3)=O)C=C1 (9-Chloro-11-(chlorocarbonyl)-5,11-dihydro-6H-pyrido[2,3-b][1,4]benzodiazepin-6-one). RXN SMILES: [Cl:1][C:2]1[CH:17]=[CH:16][C:5]2[C:6](=[O:15])[NH:7][C:8]3[CH:14]=[CH:13][CH:12]=[N:11][C:9]=3[NH:10][C:4]=2[CH:3]=1.N1C=CC=CC=1.[C:24](Cl)([Cl:26])=[O:25]>O1CCOCC1.C1(C)C=CC=CC=1>[Cl:1][C:2]1[CH:17]=[CH:16][C:5]2[C:6](=[O:15])[NH:7][C:8]3[CH:14]=[CH:13][CH:12]=[N:11][C:9]=3[N:10]([C:24]([Cl:26])=[O:25])[C:4]=2[CH:3]=1. Reported procedure: 11.6 g (0.0472 mol) of 9-chloro-5,11-dihydro-6H-pyrido[2,3-b][1,4]benzodiazepin-6-one, suspended in a mixture of 450 ml of anhydrous dioxane and 6.4 ml (0.08 mol) of pyridine, were combined at 45° C., within 20 minutes, with 47.1 ml (0.094 mol) of a 20% solution of phosgene in toluene. The reaction mixture was stirred for 2 hours at 45° C. and then for 4 hours at 60° C. The mixture was filtered while hot, the filtrate was evaporated down in vacuo, the crystallising residue remaining was resuspen... Reactants: O1C(CCCC1)OC(CCCN(C(C)=O)CCCCCCC(=O)OCC)CCCCC (ethyl 7-{N-[4-(2-tetrahydropyranyloxy)nonyl]acetamido}heptanoate), C(C)O (ethanol), [OH-].[Na+] (sodium hydroxide). The reagents and catalysts are Cl (hydrochloric acid). The solvent is O (water). Conditions: time 4.5 hour. Product: OC(CCCN(C(C)=O)CCCCCCC(=O)O)CCCCC (7-[N-(4-hydroxynonyl)acetamido]heptanoic acid). Reaction SMILES: O1CCCCC1[O:7][CH:8]([CH2:27][CH2:28][CH2:29][CH2:30][CH3:31])[CH2:9][CH2:10][CH2:11][N:12]([CH2:16][CH2:17][CH2:18][CH2:19][CH2:20][CH2:21][C:22]([O:24]CC)=[O:23])[C:13](=[O:15])[CH3:14].C(O)C.[OH-].[Na+]>Cl.O>[OH:7][CH:8]([CH2:27][CH2:28][CH2:29][CH2:30][CH3:31])[CH2:9][CH2:10][CH2:11][N:12]([CH2:16][CH2:17][CH2:18][CH2:19][CH2:20][CH2:21][C:22]([OH:24])=[O:23])[C:13](=[O:15])[CH3:14] |f:2.3|. Reported procedure: A solution is prepared from ethyl 7-{N-[4-(2-tetrahydropyranyloxy)nonyl]acetamido}heptanoate (4.5 g., 0.01 mole), ethanol (50 ml.) and 4 drops of concentrated hydrochloric acid, and kept at ambient temperature for 4.5 hours. Then to the reaction mixture is added a solution of sodium hydroxide (0.72 g., 0.018 mole) in water (8 ml.) and the mixture is kept at ambient temperature for an additional twenty hours. Most of the ethanol is removed by evaportion in vacuo and the resulting solution is dilu... Reactants: C(C)(C)(C)C1=CC(=C(C=C1)O)C (4-tert-butyl-2-methyl-phenol), C(Cl)C1CO1 (epichlorohydrin). Yields the product C(C)(C)(C)C1=CC(=C(OCC2OC2)C=C1)C (2-(4-tert-Butyl-2-methyl-phenoxymethyl)-oxirane). As a reaction SMILES: [C:1]([C:5]1[CH:10]=[CH:9][C:8]([OH:11])=[C:7]([CH3:12])[CH:6]=1)([CH3:4])([CH3:3])[CH3:2].[CH2:13]([CH:15]1[O:17][CH2:16]1)Cl>>[C:1]([C:5]1[CH:10]=[CH:9][C:8]([O:11][CH2:13][CH:15]2[CH2:16][O:17]2)=[C:7]([CH3:12])[CH:6]=1)([CH3:4])([CH3:3])[CH3:2]. Procedure details: The title compound was prepared from 4-tert-butyl-2-methyl-phenol and epichlorohydrin employing the procedures as set forth in Step 1 of Example 2. Starting materials: CC(=O)OC1CCC2(C)C3CCC4(C)C(C(C)CCCC(C)(C)O)CCC4C3CCC2(O)C1, CO, Cl, [Na+], C1COCCO1, [OH-]. Product: CC(CCCC(C)(C)O)C1CCC2C3CCC4(O)CC(O)CCC4(C)C3CCC12C. Reaction SMILES: [C:1](=[O:2])([CH3:3])[O:4][CH:5]1[CH2:6][C:7]2([OH:33])[CH2:8][CH2:9][CH:10]3[CH:11]4[CH2:12][CH2:13][CH:14]([CH:15]([CH2:16][CH2:17][CH2:18][C:19]([CH3:20])([CH3:21])[OH:22])[CH3:23])[C:24]4([CH3:32])[CH2:25][CH2:26][CH:27]3[C:28]2([CH3:31])[CH2:29][CH2:30]1.[CH3:34][OH:35].[ClH:38].[Na+:37].[O:39]1[CH2:40][CH2:41][O:42][CH2:43][CH2:44]1.[OH-:36]>>[OH:4][CH:5]1[CH2:6][C:7]2([OH:33])[CH2:8][CH2:9][CH:10]3[CH:11]4[CH2:12][CH2:13][CH:14]([CH:15]([CH2:16][CH2:17][CH2:18][C:19]([CH3:20])([CH3:21])[OH:22])[CH3:23])[C:24]4([CH3:32])[CH2:25][CH2:26][CH:27]3[C:28]2([CH3:31])[CH2:29][CH2:30]1. Reactants: glass, CC1(OC(=CCC1)C)COCC1=CC=CC=C1 (3,4-dihydro-2,6-dimethyl-2-[(phenylmethoxy)-methyl]-2H-pyran), liquid, C#N (hydrogen cyanide). Run in N1=CC=CC=C1 (pyridine). Conditions: time 16 hour. Product: CC1(OC(CCC1)(COCC1=CC=CC=C1)C)C#N (Tetrahydro-2,6-dimethyl-6-[(phenylmethoxy)methyl]-2H-pyran-2-carbonitrile). RXN SMILES: [CH3:1][C:2]1([CH2:9][O:10][CH2:11][C:12]2[CH:17]=[CH:16][CH:15]=[CH:14][CH:13]=2)[CH2:7][CH2:6][CH:5]=[C:4]([CH3:8])[O:3]1.[CH:18]#[N:19]>N1C=CC=CC=1>[CH3:8][C:4]1([C:18]#[N:19])[CH2:5][CH2:6][CH2:7][C:2]([CH3:1])([CH2:9][O:10][CH2:11][C:12]2[CH:13]=[CH:14][CH:15]=[CH:16][CH:17]=2)[O:3]1. Procedure: A mixture of 15.0 g, 3,4-dihydro-2,6-dimethyl-2-[(phenylmethoxy)-methyl]-2H-pyran, 1.75 g liquid hydrogen cyanide, and 0.1 g pyridine sealed in a 30 ml glass bomb was kept at 150° C. for 16 hours. The resulting dark brown solution was distilled (Kugelrohr) to give 15.7 g colorless product, bp 112°-118° C. (0.01 torr), as an isomeric mixture, ca 4:6, cis:trans, based on NMR spectrum in CDCl3.